This data is from the Open Reaction Database (ORD), a public repository of structured organic reaction records. The task is: describe an organic reaction: reactants, conditions, products, and yield The reactants are [Br-], C[P+](c1ccccc1)(c1ccccc1)c1ccccc1, [Cl-], [NH4+], C1COCCO1, CC12CC(c3ccc(OCCCCCS(=O)(=O)CCCC(F)(F)C(F)(F)F)cc3)C3c4ccc(O)cc4CCC3C1CCC2=O. Product: C=C1CCC2C3CCc4cc(O)ccc4C3C(c3ccc(OCCCCCS(=O)(=O)CCCC(F)(F)C(F)(F)F)cc3)CC12C. Reaction SMILES: [Br-:54].[CH3:55][P+:56]([c:57]1[cH:58][cH:59][cH:60][cH:61][cH:62]1)([c:63]1[cH:64][cH:65][cH:66][cH:67][cH:68]1)[c:69]1[cH:70][cH:71][cH:72][cH:73][cH:74]1.[Cl-:46].[NH4+:47].[O:48]1[CH2:49][CH2:53][O:52][CH2:51][CH2:50]1.[OH:1][c:2]1[cH:3][c:4]2[c:17]([cH:18][cH:19]1)[CH:16]1[CH:7]([CH2:6][CH2:5]2)[CH:8]2[CH2:9][CH2:10][C:11](=[O:45])[C:12]2([CH3:13])[CH2:14][CH:15]1[c:20]1[cH:21][cH:22][c:23]([O:26][CH2:27][CH2:28][CH2:29][CH2:30][CH2:31][S:32](=[O:33])(=[O:34])[CH2:35][CH2:36][CH2:37][C:38]([C:39]([F:40])([F:41])[F:42])([F:43])[F:44])[cH:24][cH:25]1>>[OH:1][c:2]1[cH:3][c:4]2[c:17]([cH:18][cH:19]1)[CH:16]1[CH:7]([CH2:6][CH2:5]2)[CH:8]2[CH2:9][CH2:10][C:11](=[CH2:49])[C:12]2([CH3:13])[CH2:14][CH:15]1[c:20]1[cH:21][cH:22][c:23]([O:26][CH2:27][CH2:28][CH2:29][CH2:30][CH2:31][S:32](=[O:33])(=[O:34])[CH2:35][CH2:36][CH2:37][C:38]([C:39]([F:40])([F:41])[F:42])([F:43])[F:44])[cH:24][cH:25]1. Reactants: CCOC(C)=O, O=[N+]([O-])c1cnc(NCC2CC2)c([N+](=O)[O-])c1. Product: Nc1cc([N+](=O)[O-])cnc1NCC1CC1. Reaction SMILES: [CH3:18][CH2:19][O:20][C:21]([CH3:22])=[O:23].[CH:1]1([CH2:4][NH:5][c:6]2[n:7][cH:8][c:9]([N+:15](=[O:16])[O-:17])[cH:10][c:11]2[N+:12]([O-:13])=[O:14])[CH2:2][CH2:3]1>>[CH:1]1([CH2:4][NH:5][c:6]2[n:7][cH:8][c:9]([N+:15](=[O:16])[O-:17])[cH:10][c:11]2[NH2:12])[CH2:2][CH2:3]1. Run in 1-chloroform 2-propanol. Run at time 20 minute. The reactants are COC=1C=C(C=CC1)C1N(CCC1)CCN1C(C2=CC=CC=C2C1=O)=O (2-{2-[2-(3-methoxyphenyl)-1-pyrrolidinyl]ethyl}-1H-isoindole-1,3(2H)dione), B(Br)(Br)Br (boron tribromide). The product is OC=1C=C(C=CC1)C1N(CCC1)CCN1C(C2=CC=CC=C2C1=O)=O (2-{2-[2-(3-Hydroxyphenyl)-1-pyrrolidinyl]ethyl}-1H-isoindole-1,3(2H)dione). Isolated yield 93.0%. Procedure: To a solution of 2-{2-[2-(3-methoxyphenyl)-1-pyrrolidinyl]ethyl}-1H-isoindole-1,3(2H)dione dry chloroform (40 ml) was added boron tribromide (99%, 1.3 ml) at -10° C., under nitrogen. The reaction mixture was stirred for 10 mins in a cooling bath and 20 mins at ambient temperature. Crushed ice was added followed by 5:1-chloroform/2-propanol (10 ml). The layers were separated, and the aqueous phase was extracted with 5:1-chloroform/2-propanol (2 times). The combined organic extracts were washed wi... RXN SMILES: C[O:2][C:3]1[CH:4]=[C:5]([CH:9]2[CH2:13][CH2:12][CH2:11][N:10]2[CH2:14][CH2:15][N:16]2[C:24](=[O:25])[C:23]3[C:18](=[CH:19][CH:20]=[CH:21][CH:22]=3)[C:17]2=[O:26])[CH:6]=[CH:7][CH:8]=1.B(Br)(Br)Br>>[OH:2][C:3]1[CH:4]=[C:5]([CH:9]2[CH2:13][CH2:12][CH2:11][N:10]2[CH2:14][CH2:15][N:16]2[C:24](=[O:25])[C:23]3[C:18](=[CH:19][CH:20]=[CH:21][CH:22]=3)[C:17]2=[O:26])[CH:6]=[CH:7][CH:8]=1. Starting materials: CC(C)OC(=O)N=NC(=O)OC(C)C, OCCCOc1c(Cl)cc(OCC=C(Cl)Cl)cc1Cl, C1CCOC1, CC(=O)Cc1ccc(O)cc1, c1ccc(P(c2ccccc2)c2ccccc2)cc1. Product: CC(=O)Cc1ccc(OCCCOc2c(Cl)cc(OCC=C(Cl)Cl)cc2Cl)cc1. RXN SMILES: [CH:1]([O:2][C:3]([N:4]=[N:5][C:6]([O:7][CH:8]([CH3:9])[CH3:10])=[O:11])=[O:12])([CH3:13])[CH3:14].[Cl:34][c:35]1[c:36]([O:37][CH2:38][CH2:39][CH2:40][OH:41])[c:42]([Cl:52])[cH:43][c:44]([O:46][CH2:47][CH:48]=[C:49]([Cl:50])[Cl:51])[cH:45]1.[O:64]1[CH2:65][CH2:66][CH2:67][CH2:68]1.[OH:53][c:54]1[cH:55][cH:56][c:57]([CH2:60][C:61]([CH3:62])=[O:63])[cH:58][cH:59]1.[c:15]1([P:16]([c:17]2[cH:18][cH:19][cH:20][cH:21][cH:22]2)[c:23]2[cH:24][cH:25][cH:26][cH:27][cH:28]2)[cH:29][cH:30][cH:31][cH:32][cH:33]1>>[Cl:34][c:35]1[c:36]([O:37][CH2:38][CH2:39][CH2:40][O:41][c:54]2[cH:55][cH:56][c:57]([CH2:60][C:61]([CH3:62])=[O:63])[cH:58][cH:59]2)[c:42]([Cl:52])[cH:43][c:44]([O:46][CH2:47][CH:48]=[C:49]([Cl:50])[Cl:51])[cH:45]1. Reactants: O (water), C1(=CC=CC=C1)C (toluene), ClC=1C(=C(C=CC1O)C1=CC=C(C=C1)CCC)F (3-chloro-2-fluoro-4′-propylbiphenyl-4-ol), C([O-])([O-])=O.[K+].[K+] (potassium carbonate), compound ( b68 ). Run in CN(C)C=O (N,N,-dimethylformamide). Conditions: temperature 70 celsius, time 6 hour. Product: ClC=1C(=C(C=CC1OC[C@@H]1CC[C@H](CC1)CCCCC)C1=CC=C(C=C1)CCC)F (3-chloro-2-fluoro-4-(trans-4-pentyl-cyclohexylmethoxy)-4′-propylbiphenyl). Isolated yield 89.5%. As a reaction SMILES: [Cl:1][C:2]1[C:3]([F:18])=[C:4]([C:9]2[CH:14]=[CH:13][C:12]([CH2:15][CH2:16][CH3:17])=[CH:11][CH:10]=2)[CH:5]=[CH:6][C:7]=1O.[C:19](=[O:22])([O-])[O-].[K+].[K+].O.[C:26]1([CH3:32])[CH:31]=[CH:30][CH:29]=[CH:28][CH:27]=1>CN(C=O)C>[Cl:1][C:2]1[C:3]([F:18])=[C:4]([C:9]2[CH:14]=[CH:13][C:12]([CH2:15][CH2:16][CH3:17])=[CH:11][CH:10]=2)[CH:5]=[CH:6][C:7]=1[O:22][CH2:19][C@H:29]1[CH2:30][CH2:31][C@H:26]([CH2:32][CH2:3][CH2:2][CH2:7][CH3:6])[CH2:27][CH2:28]1 |f:1.2.3|. Reported procedure: 4.0 g of the compound (b67) obtained in the second step was dissolved in 20 mL of N,N,-dimethylformamide. After suspending 2.5 g of potassium carbonate in the solution, 5.6 g of the compound (b68) was added thereto, followed by stirring for 6 hours at 70° C. After completing the reaction, water and toluene were added to the reaction mixture, followed by mixing. Thereafter, the mixture was left at rest to separate into an organic layer and an aqueous layer, followed by extracting to the organic l... Reactants: BrCCOc1ccccc1, O=C1C(=O)c2ccccc2C2=C1SCC1(CCNCC1)O2. The product is O=C1C(=O)c2ccccc2C2=C1SCC1(CCN(CCOc3ccccc3)CC1)O2. As a reaction SMILES: [Br:22][CH2:23][CH2:24][O:25][c:26]1[cH:27][cH:28][cH:29][cH:30][cH:31]1.[NH:1]1[CH2:2][CH2:3][C:4]2([CH2:5][S:6][C:7]3=[C:8]([O:9]2)[c:10]2[cH:11][cH:12][cH:13][cH:14][c:15]2[C:16](=[O:19])[C:17]3=[O:18])[CH2:20][CH2:21]1>>[N:1]1([CH2:23][CH2:24][O:25][c:26]2[cH:27][cH:28][cH:29][cH:30][cH:31]2)[CH2:2][CH2:3][C:4]2([CH2:5][S:6][C:7]3=[C:8]([O:9]2)[c:10]2[cH:11][cH:12][cH:13][cH:14][c:15]2[C:16](=[O:19])[C:17]3=[O:18])[CH2:20][CH2:21]1. Reactants: O=C([O-])[O-], CCC(C)(C)O, Cc1nc(Cl)ccc1C(C)(C)O, [K+], [K+], CC(C)(O)c1ccc(-c2nc(C(N)=O)c(N)s2)c(F)c1, O=C(C=Cc1ccccc1)C=Cc1ccccc1, O=C(C=Cc1ccccc1)C=Cc1ccccc1, O=C(C=Cc1ccccc1)C=Cc1ccccc1, [Pd], [Pd]. The product is Cc1nc(Nc2sc(-c3ccc(C(C)(C)O)cc3F)nc2C(N)=O)ccc1C(C)(C)O. Reaction SMILES: [C:33](=[O:34])([O-:35])[O-:36].[C:39]([OH:40])([CH2:41][CH3:42])([CH3:43])[CH3:44].[Cl:21][c:22]1[cH:23][cH:24][c:25]([C:29]([CH3:30])([CH3:31])[OH:32])[c:26]([CH3:28])[n:27]1.[K+:37].[K+:38].[NH2:1][c:2]1[c:3]([C:18](=[O:19])[NH2:20])[n:4][c:5](-[c:7]2[c:8]([F:17])[cH:9][c:10]([C:13]([CH3:14])([CH3:15])[OH:16])[cH:11][cH:12]2)[s:6]1.[O:47]=[C:48]([CH:49]=[CH:50][c:51]1[cH:52][cH:53][cH:54][cH:55][cH:56]1)[CH:57]=[CH:58][c:59]1[cH:60][cH:61][cH:62][cH:63][cH:64]1.[O:65]=[C:66]([CH:67]=[CH:68][c:69]1[cH:70][cH:71][cH:72][cH:73][cH:74]1)[CH:75]=[CH:76][c:77]1[cH:78][cH:79][cH:80][cH:81][cH:82]1.[O:83]=[C:84]([CH:85]=[CH:86][c:87]1[cH:88][cH:89][cH:90][cH:91][cH:92]1)[CH:93]=[CH:94][c:95]1[cH:96][cH:97][cH:98][cH:99][cH:100]1.[Pd:45].[Pd:46]>>[NH:1]([c:2]1[c:3]([C:18](=[O:19])[NH2:20])[n:4][c:5](-[c:7]2[c:8]([F:17])[cH:9][c:10]([C:13]([CH3:14])([CH3:15])[OH:16])[cH:11][cH:12]2)[s:6]1)[c:22]1[cH:23][cH:24][c:25]([C:29]([CH3:30])([CH3:31])[OH:32])[c:26]([CH3:28])[n:27]1. Starting materials: C1(=CC=CC=C1)N=C=O (Phenyl isocyanate), NCC(=O)N(C1=CC=CC=C1)C1=CC(=CC=C1)Cl (2-amino-N-(3-chlorophenyl)-N-phenylacetamide), O1CCCC1 (tetrahydrofuran). Run at temperature 20 celsius, time 3 hour. Yields the product ClC=1C=C(C=CC1)N(C(CNC(=O)NC1=CC(=CC=C1)C)=O)C1=CC=CC=C1 (N-(3-chlorophenyl)-2-[3-(3-methylphenyl)ureido]-N-phenylacetamide). RXN SMILES: [C:1]1([N:7]=[C:8]=[O:9])[CH:6]=[CH:5][CH:4]=[CH:3][CH:2]=1.[NH2:10][CH2:11][C:12]([N:14]([C:21]1[CH:26]=[CH:25][CH:24]=[C:23]([Cl:27])[CH:22]=1)[C:15]1[CH:20]=[CH:19][CH:18]=[CH:17][CH:16]=1)=[O:13].O1CCC[CH2:29]1>>[Cl:27][C:23]1[CH:22]=[C:21]([N:14]([C:15]2[CH:16]=[CH:17][CH:18]=[CH:19][CH:20]=2)[C:12](=[O:13])[CH2:11][NH:10][C:8]([NH:7][C:1]2[CH:6]=[CH:5][CH:4]=[C:3]([CH3:29])[CH:2]=2)=[O:9])[CH:26]=[CH:25][CH:24]=1. Reported procedure: Phenyl isocyanate (1.06 g) is added at a temperature in the region of 20° C. to a solution of 2-amino-N-(3-chlorophenyl)-N-phenylacetamide (2 g) in anhydrous tetrahydrofuran (30 cc). The suspension obtained is stirred for 3 hours at a temperature in the region of 20° C. and then concentrated to dryness under reduced pressure (2.7 kPa) at 40° C. After recrystallization of the residue in acetonitrile, N-(3-chlorophenyl)-2-[3-(3-methylphenyl)ureido]-N-phenylacetamide (2.3 g), m.p. 184° C., is there...